describe an organic reaction: reactants, conditions, products, and yield From a dataset of the Open Reaction Database (ORD), a public repository of structured organic reaction records. Reactants: NC1=CC=C(OC(C(=O)OC)CCCCCCCCCCCC)C=C1 (methyl 2-[4-aminophenoxy]tetradecanoate), C(CCC)S(=O)(=O)Cl (butanesulfonyl chloride), C([O-])(O)=O.[K+] (potassium bicarbonate), C([O-])(O)=O.[K+] (potassium bicarbonate), C(CCC)S(=O)(=O)Cl (butanesulfonyl chloride), amine, CCCCCCC (heptane), amine. Run in O (water). Product: C(CCC)S(=O)(=O)NC1=CC=C(OC(C(=O)OC)CCCCCCCCCCCC)C=C1 (Methyl 2-[4-[(butylsulfonyl)amino]phenoxy]tetradecanoate). Reaction SMILES: [NH2:1][C:2]1[CH:25]=[CH:24][C:5]([O:6][CH:7]([CH2:12][CH2:13][CH2:14][CH2:15][CH2:16][CH2:17][CH2:18][CH2:19][CH2:20][CH2:21][CH2:22][CH3:23])[C:8]([O:10][CH3:11])=[O:9])=[CH:4][CH:3]=1.CCCCCCC.C(=O)(O)[O-].[K+].[CH2:38]([S:42](Cl)(=[O:44])=[O:43])[CH2:39][CH2:40][CH3:41]>O>[CH2:38]([S:42]([NH:1][C:2]1[CH:3]=[CH:4][C:5]([O:6][CH:7]([CH2:12][CH2:13][CH2:14][CH2:15][CH2:16][CH2:17][CH2:18][CH2:19][CH2:20][CH2:21][CH2:22][CH3:23])[C:8]([O:10][CH3:11])=[O:9])=[CH:24][CH:25]=1)(=[O:44])=[O:43])[CH2:39][CH2:40][CH3:41] |f:2.3|. Reported procedure: A heel was created batchwise by charging 142.2 g (0.41 moles) of methyl 2-[4-aminophenoxy]tetradecanoate (the amine), 267.7 g of heptane, 45.7 g (0.46 moles) of potassium bicarbonate, and 119.7 g of deionized water. The two-phase mixture was stirred with high agitation (800-900 rpm) and heated to 55° C-60° C. at which point 71.4 g of butanesulfonyl chloride was added over approximately 1 hour. After stirring for one hour, the composition of the assay of the product in the upper organic phase was...